Dataset: the Open Reaction Database (ORD), a public repository of structured organic reaction records. Task: describe an organic reaction: reactants, conditions, products, and yield Reactants: C1CCOC1, Cc1cnc(NC(=O)c2cc(OC(C)CO[Si](C)(C)C(C)(C)C)cc(O[Si](C)(C)C(C)(C)C)c2)cn1, [Li+], [OH-], O, O. The product is Cc1cnc(NC(=O)c2cc(O)cc(OC(C)CO[Si](C)(C)C(C)(C)C)c2)cn1. As a reaction SMILES: [CH2:41]1[O:42][CH2:43][CH2:44][CH2:45]1.[CH3:4][C:5]([Si:6]([CH3:7])([CH3:8])[O:9][c:10]1[cH:11][c:12]([C:13](=[O:14])[NH:15][c:16]2[n:17][cH:18][c:19]([CH3:22])[n:20][cH:21]2)[cH:23][c:24]([O:26][CH:27]([CH2:28][O:29][Si:30]([CH3:31])([CH3:32])[C:33]([CH3:34])([CH3:35])[CH3:36])[CH3:37])[cH:25]1)([CH3:38])[CH3:39].[Li+:3].[OH-:2].[OH2:1].[OH2:40]>>[OH:9][c:10]1[cH:11][c:12]([C:13](=[O:14])[NH:15][c:16]2[n:17][cH:18][c:19]([CH3:22])[n:20][cH:21]2)[cH:23][c:24]([O:26][CH:27]([CH2:28][O:29][Si:30]([CH3:31])([CH3:32])[C:33]([CH3:34])([CH3:35])[CH3:36])[CH3:37])[cH:25]1.